This data is from the Open Reaction Database (ORD), a public repository of structured organic reaction records. The task is: describe an organic reaction: reactants, conditions, products, and yield Procedure details: A mixture comprising 1-{(R)-1-[9-((1R,2S,3R,4S)-4-amino-2,3-dihydroxy-cyclopentyl)-6-(2,2-diphenyl-ethylamino)-9H-purin-2-yl]-pyrrolidin-3-yl}-3-pyridin-3-yl-urea (Example 26 step 2) (0.1 g, 0.16 mmol) and TEA (24 μA, 0.18 mmol) in THF (7 ml) at room temperature is treated with (S)-(−)-2-acetoxy-propionyl chloride (24 mg, 0.16 mmol) in MeCN (1 ml) at (0° C.) over 1 minute. The mixture is allowed to stir at room temperature for 18 h and then treated with sat. Na2CO3 (1 ml) and MeOH (1 ml) and the... Product: C1(=CC=CC=C1)C(CNC1=C2N=CN(C2=NC(=N1)N1C[C@@H](CC1)NC(=O)NC=1C=NC=CC1)[C@H]1[C@@H]([C@@H]([C@H](C1)NC([C@H](C)O)=O)O)O)C1=CC=CC=C1 ((S)-N-((1S,2R,3S,4R)-4-{6-(2,2-Diphenyl-ethylamino)-2-[(R)-3-(3-pyridin-3-yl-ureido)-pyrrolidin-1-yl]-purin-9-yl}-2,3-dihydroxy-cyclopentyl)-2-hydroxy-propionamide). Run at time 18 hour. As a reaction SMILES: [NH2:1][C@H:2]1[CH2:6][C@@H:5]([N:7]2[CH:15]=[N:14][C:13]3[C:8]2=[N:9][C:10]([N:31]2[CH2:35][CH2:34][C@@H:33]([NH:36][C:37]([NH:39][C:40]4[CH:41]=[N:42][CH:43]=[CH:44][CH:45]=4)=[O:38])[CH2:32]2)=[N:11][C:12]=3[NH:16][CH2:17][CH:18]([C:25]2[CH:30]=[CH:29][CH:28]=[CH:27][CH:26]=2)[C:19]2[CH:24]=[CH:23][CH:22]=[CH:21][CH:20]=2)[C@H:4]([OH:46])[C@@H:3]1[OH:47].C([O:51][C@@H:52]([CH3:56])[C:53](Cl)=[O:54])(=O)C.C([O-])([O-])=O.[Na+].[Na+].CO>C1COCC1.CC#N>[C:25]1([CH:18]([C:19]2[CH:24]=[CH:23][CH:22]=[CH:21][CH:20]=2)[CH2:17][NH:16][C:12]2[N:11]=[C:10]([N:31]3[CH2:35][CH2:34][C@@H:33]([NH:36][C:37]([NH:39][C:40]4[CH:41]=[N:42][CH:43]=[CH:44][CH:45]=4)=[O:38])[CH2:32]3)[N:9]=[C:8]3[C:13]=2[N:14]=[CH:15][N:7]3[C@@H:5]2[CH2:6][C@H:2]([NH:1][C:53](=[O:54])[C@@H:52]([OH:51])[CH3:56])[C@@H:3]([OH:47])[C@H:4]2[OH:46])[CH:26]=[CH:27][CH:28]=[CH:29][CH:30]=1 |f:2.3.4|. The solvent is C1CCOC1 (THF), CC#N (MeCN). Reactants: N[C@@H]1[C@H]([C@H]([C@@H](C1)N1C2=NC(=NC(=C2N=C1)NCC(C1=CC=CC=C1)C1=CC=CC=C1)N1C[C@@H](CC1)NC(=O)NC=1C=NC=CC1)O)O (1-{(R)-1-[9-((1R,2S,3R,4S)-4-amino-2,3-dihydroxy-cyclopentyl)-6-(2,2-diphenyl-ethylamino)-9H-purin-2-yl]-pyrrolidin-3-yl}-3-pyridin-3-yl-urea), TEA, C(C)(=O)O[C@H](C(=O)Cl)C ((S)-(−)-2-acetoxy-propionyl chloride), C(=O)([O-])[O-].[Na+].[Na+] (Na2CO3), CO (MeOH). The reactants are CCN(CC)CCCC(C)NC=1C=C(N=C2C1C=CC(=C2)Cl)/C=C/C=3C=CC=CC3Cl (aminoquinoline), ClC=1C2=C(N=CN1)CN(CC2)C2=NC=CC=C2 (4-chloro-7-(pyridin-2-yl)-5,6,7,8-tetrahydropyrido[3,4-d]pyrimidine). The product is 7-(pyridin-2-yl)-5,6,7,8-tetrahydro-N-(1,2,3,4-tetrahydro-4,4-dimethyl-1-substituted)quinolin-7-yl, N1=CN=C(C2=C1C=NC=C2)N (pyrido[3,4-d]pyrimidin-4-amine). As a reaction SMILES: CC[N:3](CCCC(NC1C=C(/C=C/C2C=CC=CC=2Cl)N=C2C=C(Cl)C=CC=12)C)CC.Cl[C:33]1[C:34]2[CH2:42][CH2:41][N:40](C3C=CC=CN=3)[CH2:39][C:35]=2[N:36]=[CH:37][N:38]=1>>[N:36]1[C:35]2[CH:39]=[N:40][CH:41]=[CH:42][C:34]=2[C:33]([NH2:3])=[N:38][CH:37]=1. Procedure details: Appropriate 7-(pyridin-2-yl)-5,6,7,8-tetrahydro-N-(1,2,3,4-tetrahydro-4,4-dimethyl-1-substituted)quinolin-7-yl)pyrido[3,4-d]pyrimidin-4-amine derivatives are prepared starting from 1,2,3,4-tetrahydro-4,4-dimethyl-7-nitroquinoline. The nitroquinoline derivate is reacted with appropriate alkylating agent to give the N-substituted nitroquinoline, which is reduced using standard procedures known in the art to yield 7-aminoquinoline derivative. The resulting aminoquinoline derivated is then condensed...